The task is: describe an organic reaction: reactants, conditions, products, and yield. This data is from the Open Reaction Database (ORD), a public repository of structured organic reaction records. The reactants are Cl (HCl), O (water), OB1OC(C2=C1C=C(C=C2C)OC=2SC(=NN2)[N+](=O)[O-])CC(=O)OCC (ethyl 2-(1-hydroxy-4-methyl-6-(5-nitro-1,3,4-thiadiazol-2-yloxy)-1,3-dihydrobenzo[c][1,2]oxaborol-3-yl)acetate). Reagents/catalysts: [Fe] (iron). The solvent is C(C)O (ethanol). Conditions: temperature 85 celsius, time 2 hour. The product is NC1=NN=C(S1)OC=1C=C(C2=C(B(OC2CC(=O)OCC)O)C1)C (ethyl 2-(6-(5-amino-1,3,4-thiadiazol-2-yloxy)-1-hydroxy-4-methyl-1,3-dihydrobenzo[c][1,2]oxaborol-3-yl)acetate). Yield: 63.6%. RXN SMILES: Cl.O.[OH:3][B:4]1[C:8]2[CH:9]=[C:10]([O:14][C:15]3[S:16][C:17]([N+:20]([O-])=O)=[N:18][N:19]=3)[CH:11]=[C:12]([CH3:13])[C:7]=2[CH:6]([CH2:23][C:24]([O:26][CH2:27][CH3:28])=[O:25])[O:5]1>C(O)C.[Fe]>[NH2:20][C:17]1[S:16][C:15]([O:14][C:10]2[CH:11]=[C:12]([CH3:13])[C:7]3[CH:6]([CH2:23][C:24]([O:26][CH2:27][CH3:28])=[O:25])[O:5][B:4]([OH:3])[C:8]=3[CH:9]=2)=[N:19][N:18]=1. Procedure details: Concentrated aq. HCl (50 mL) and water (1000 mL) were added to a mixture of ethyl 2-(1-hydroxy-4-methyl-6-(5-nitro-1,3,4-thiadiazol-2-yloxy)-1,3-dihydrobenzo[c][1,2]oxaborol-3-yl)acetate (70 g, 0.18 mol) and iron powder (51 g, 0.9 mol) in ethanol (3000 mL) at room temperature. The resulting mixture was stirred at 85° C. for 2 hrs, cooled to room temperature and filtered through a pad of celite. The filtrate was evaporated and the residue dissolved in EtOAc, washed with brine, dried over Na2SO4 a...